Dataset: the Open Reaction Database (ORD), a public repository of structured organic reaction records. Task: describe an organic reaction: reactants, conditions, products, and yield Reactants: NC(=S)N (thiourea), C(C)(=O)OCCC(C(C)=O)Cl (5-acetoxy-3-chloro-2-pentanone). Run in C1(=CC=CC=C1)C (toluene). Conditions: temperature 80 celsius. The product is NC=1SC(=C(N1)C)CCO (2-(2-Amino-4-methyl-thiazol-5-yl)-ethanol), violet-brown crystals. The yield is 72.0%. RXN SMILES: [NH2:1][C:2]([NH2:4])=[S:3].C([O:8][CH2:9][CH2:10][CH:11](Cl)[C:12](=O)[CH3:13])(=O)C>C1(C)C=CC=CC=1>[NH2:1][C:2]1[S:3][C:11]([CH2:10][CH2:9][OH:8])=[C:12]([CH3:13])[N:4]=1. Procedure details: 2-(2-Amino-4-methyl-thiazol-5-yl)-ethanol was prepared according to general procedures presented hereinabove, by adding 20 grams (0.263 moles) of thiourea to 200 ml of dry toluene, followed by addition of 47 grams (0.263 moles) of 5-acetoxy-3-chloro-2-pentanone over a time period of 20 minutes. The reaction mixture was heated at 80° C. for 24 hours and thereafter approximately 180 ml of toluene were removed by evaporation. 180 ml of water and 20 ml of HCL solution (32%) were then added and the r...